From a dataset of the Open Reaction Database (ORD), a public repository of structured organic reaction records. describe an organic reaction: reactants, conditions, products, and yield Starting materials: CC(=O)[O-], CCO, [NH4+], O=C1CCCCC1, O=C(O)CC(=O)O. The product is NC1(CC(=O)O)CCCCC1. As a reaction SMILES: [CH3:16][C:17](=[O:18])[O-:19].[CH3:20][CH2:21][OH:22].[NH4+:15].[O:1]=[C:2]1[CH2:3][CH2:4][CH2:5][CH2:6][CH2:7]1.[OH:8][C:9](=[O:10])[CH2:11][C:12](=[O:13])[OH:14]>>[C:2]1([CH2:11][C:9]([OH:8])=[O:10])([NH2:15])[CH2:3][CH2:4][CH2:5][CH2:6][CH2:7]1.